Dataset: the Open Reaction Database (ORD), a public repository of structured organic reaction records. Task: describe an organic reaction: reactants, conditions, products, and yield Reactants: Brc1ncccn1, CCOC(=O)CO, [H-], [Na+], CN(C)C=O. Yields the product CCOC(=O)COc1ncccn1. As a reaction SMILES: [Br:10][c:11]1[n:12][cH:13][cH:14][cH:15][n:16]1.[C:3]([CH2:4][OH:5])(=[O:6])[O:7][CH2:8][CH3:9].[H-:1].[Na+:2].[O:17]=[CH:18][N:19]([CH3:20])[CH3:21]>>[C:3]([CH2:4][O:5][c:11]1[n:12][cH:13][cH:14][cH:15][n:16]1)(=[O:6])[O:7][CH2:8][CH3:9]. The reactants are Clc1ccccc1CCBr, [Li]C(C)(C)C, COC1=NC(C(C)C)C(OC)=NC1C, [Cl-], [NH4+], C1CCOC1. Yields the product COC1=NC(C)(CCc2ccccc2Cl)C(OC)=NC1C(C)C. As a reaction SMILES: [Br:20][CH2:21][CH2:22][c:23]1[c:24]([Cl:29])[cH:25][cH:26][cH:27][cH:28]1.[C:15]([Li:16])([CH3:17])([CH3:18])[CH3:19].[CH3:1][O:2][C:3]1=[N:8][CH:7]([CH3:9])[C:6]([O:10][CH3:11])=[N:5][CH:4]1[CH:12]([CH3:13])[CH3:14].[Cl-:30].[NH4+:31].[O:32]1[CH2:33][CH2:34][CH2:35][CH2:36]1>>[CH3:1][O:2][C:3]1=[N:8][C:7]([CH3:9])([CH2:21][CH2:22][c:23]2[c:24]([Cl:29])[cH:25][cH:26][cH:27][cH:28]2)[C:6]([O:10][CH3:11])=[N:5][CH:4]1[CH:12]([CH3:13])[CH3:14].